Task: describe an organic reaction: reactants, conditions, products, and yield. Dataset: the Open Reaction Database (ORD), a public repository of structured organic reaction records Procedure details: Compound 104 was synthesized from (4-{[(2E)-2-cyclopropyl-2-(methoxyimino)ethyl]oxy}phenyl)methanol (0.5 g, 2.12 mmol) and methyl 3-cyano-3-(4-hydroxyphenyl)propanoate (0.44 g, 2.12 mmol) by following the procedure described in scheme 5 (0.008 g, yield: 44.24%); Purity: 85.80%. RXN SMILES: [CH:1]1(/[C:4](=[N:15]\[O:16][CH3:17])/[CH2:5][O:6][C:7]2[CH:12]=[CH:11][C:10]([CH2:13][OH:14])=[CH:9][CH:8]=2)[CH2:3][CH2:2]1.[C:18]([CH:20]([C:26]1[CH:31]=[CH:30][C:29](O)=[CH:28][CH:27]=1)[CH2:21][C:22]([O:24]C)=[O:23])#[N:19]>>[C:18]([CH:20]([C:26]1[CH:31]=[CH:30][C:29]([O:14][CH2:13][C:10]2[CH:11]=[CH:12][C:7]([O:6][CH2:5]/[C:4](/[CH:1]3[CH2:3][CH2:2]3)=[N:15]/[O:16][CH3:17])=[CH:8][CH:9]=2)=[CH:28][CH:27]=1)[CH2:21][C:22]([OH:24])=[O:23])#[N:19]. Isolated yield 44.2%. Reactants: C1(CC1)\C(\COC1=CC=C(C=C1)CO)=N/OC ((4-{[(2E)-2-cyclopropyl-2-(methoxyimino)ethyl]oxy}phenyl)methanol), C(#N)C(CC(=O)OC)C1=CC=C(C=C1)O (methyl 3-cyano-3-(4-hydroxyphenyl)propanoate). The product is C(#N)C(CC(=O)O)C1=CC=C(C=C1)OCC1=CC=C(C=C1)OC/C(=N/OC)/C1CC1 (3-Cyano-3-{4-[(4-{[(2E)-2-cyclopropyl-2-(methoxyimino)ethyl]oxy}benzyl)oxy]phenyl}propanoic acid).